From a dataset of the Open Reaction Database (ORD), a public repository of structured organic reaction records. describe an organic reaction: reactants, conditions, products, and yield The reactants are CCOC(=O)c1ccc(Oc2ncccc2C2CCN(C(=O)OC(C)(C)C)CC2)cc1, C1CCOC1, Cc1ccccc1, CC(C)OC(OC(C)C)OC(C)C, CC(C)[N-]C(C)C, [Li+], c1ccc2[nH]cnc2c1. Yields the product CC(C)(C)OC(=O)N1CCC(c2cccnc2Oc2ccc(C(=O)c3nc4ccccc4[nH]3)cc2)CC1. As a reaction SMILES: [CH2:23]([O:25][C:26](=[O:24])[c:28]1[cH:29][cH:30][c:31]([O:32][c:33]2[n:34][cH:35][cH:36][cH:37][c:38]2[CH:39]2[CH2:40][CH2:41][N:42]([C:45](=[O:46])[O:47][C:48]([CH3:49])([CH3:50])[CH3:51])[CH2:43][CH2:44]2)[cH:52][cH:53]1)[CH3:27].[CH2:69]1[O:70][CH2:71][CH2:72][CH2:73]1.[CH3:62][c:63]1[cH:64][cH:65][cH:66][cH:67][cH:68]1.[CH:10]([O:11][CH:12]([CH3:13])[CH3:14])([O:15][CH:16]([CH3:17])[CH3:18])[O:19][CH:20]([CH3:21])[CH3:22].[CH:54]([N-:55][CH:56]([CH3:57])[CH3:58])([CH3:59])[CH3:60].[Li+:61].[n:1]1[cH:2][nH:3][c:4]2[c:5]1[cH:6][cH:7][cH:8][cH:9]2>>[nH:1]1[c:2]([C:26](=[O:25])[c:28]2[cH:29][cH:30][c:31]([O:32][c:33]3[n:34][cH:35][cH:36][cH:37][c:38]3[CH:39]3[CH2:40][CH2:41][N:42]([C:45](=[O:46])[O:47][C:48]([CH3:49])([CH3:50])[CH3:51])[CH2:43][CH2:44]3)[cH:52][cH:53]2)[n:3][c:4]2[c:5]1[cH:6][cH:7][cH:8][cH:9]2. Starting materials: O=C([O-])[O-], CC1(C)OCC(COc2ccc(B3OC(C)(C)C(C)(C)O3)cc2)O1, COCCOC, Cc1ccc(NC(=O)C2(c3ccc4c(c3)OC(F)(F)O4)CC2)nc1Cl, [Na+], [Na+], c1ccc(P(c2ccccc2)(c2ccccc2)[Pd](P(c2ccccc2)(c2ccccc2)c2ccccc2)(P(c2ccccc2)(c2ccccc2)c2ccccc2)P(c2ccccc2)(c2ccccc2)c2ccccc2)cc1. The product is Cc1ccc(NC(=O)C2(c3ccc4c(c3)OC(F)(F)O4)CC2)nc1-c1ccc(OCC2COC(C)(C)O2)cc1. RXN SMILES: [C:56](=[O:57])([O-:58])[O-:59].[CH3:1][C:2]1([CH3:24])[O:3][CH2:4][CH:5]([CH2:7][O:8][c:9]2[cH:10][cH:11][c:12]([B:15]3[O:16][C:17]([CH3:18])([CH3:19])[C:20]([CH3:21])([CH3:22])[O:23]3)[cH:13][cH:14]2)[O:6]1.[CH3:50][O:51][CH2:52][CH2:53][O:54][CH3:55].[Cl:25][c:26]1[c:27]([CH3:49])[cH:28][cH:29][c:30]([NH:32][C:33](=[O:34])[C:35]2([c:38]3[cH:39][c:40]4[c:41]([cH:47][cH:48]3)[O:42][C:43]([F:45])([F:46])[O:44]4)[CH2:36][CH2:37]2)[n:31]1.[Na+:60].[Na+:61].[cH:62]1[cH:63][cH:64][c:65]([P:66]([Pd:67]([P:68]([c:69]2[cH:70][cH:71][cH:72][cH:73][cH:74]2)([c:75]2[cH:76][cH:77][cH:78][cH:79][cH:80]2)[c:81]2[cH:82][cH:83][cH:84][cH:85][cH:86]2)([P:87]([c:88]2[cH:89][cH:90][cH:91][cH:92][cH:93]2)([c:94]2[cH:95][cH:96][cH:97][cH:98][cH:99]2)[c:100]2[cH:101][cH:102][cH:103][cH:104][cH:105]2)[P:106]([c:107]2[cH:108][cH:109][cH:110][cH:111][cH:112]2)([c:113]2[cH:114][cH:115][cH:116][cH:117][cH:118]2)[c:119]2[cH:120][cH:121][cH:122][cH:123][cH:124]2)([c:125]2[cH:126][cH:127][cH:128][cH:129][cH:130]2)[c:131]2[cH:132][cH:133][cH:134][cH:135][cH:136]2)[cH:137][cH:138]1>>[CH3:1][C:2]1([CH3:24])[O:3][CH2:4][CH:5]([CH2:7][O:8][c:9]2[cH:10][cH:11][c:12](-[c:26]3[c:27]([CH3:49])[cH:28][cH:29][c:30]([NH:32][C:33](=[O:34])[C:35]4([c:38]5[cH:39][c:40]6[c:41]([cH:47][cH:48]5)[O:42][C:43]([F:45])([F:46])[O:44]6)[CH2:36][CH2:37]4)[n:31]3)[cH:13][cH:14]2)[O:6]1. The reactants are C(#N)N=S(=O)(C)C1=CC=C(CN2C(C3=CC=CC=C3C2=O)=O)C=C1 (2-(4-(N-cyano-S-methylsulfonimidoyl)benzyl)isoindoline-1,3-dione), C(#N)N=S(CC)C1=CC=C(CN2C(C3=CC=CC=C3C2=O)=O)C=C1 (2-(4-(N-cyano-S-ethylsulfinimidoyl)benzyl)isoindoline-1,3-dione). Product: C(#N)N=S(=O)(CC)C1=CC=C(CN2C(C3=CC=CC=C3C2=O)=O)C=C1 (2-(4-(N-cyano-S-ethylsulfonimidoyl)benzyl)isoindoline-1,3-dione). As a reaction SMILES: [C:1]([N:3]=[S:4]([C:7]1[CH:24]=[CH:23][C:10]([CH2:11][N:12]2[C:20](=[O:21])[C:19]3[C:14](=[CH:15][CH:16]=[CH:17][CH:18]=3)[C:13]2=[O:22])=[CH:9][CH:8]=1)([CH3:6])=[O:5])#[N:2].[C:25](N=S(C1C=CC(CN2C(=O)C3C(=CC=CC=3)C2=O)=CC=1)CC)#N>>[C:1]([N:3]=[S:4]([C:7]1[CH:24]=[CH:23][C:10]([CH2:11][N:12]2[C:20](=[O:21])[C:19]3[C:14](=[CH:15][CH:16]=[CH:17][CH:18]=3)[C:13]2=[O:22])=[CH:9][CH:8]=1)([CH2:6][CH3:25])=[O:5])#[N:2]. Procedure details: The title compound is prepared in analogy to preparation 6c, substituting 2-(4-(N-cyano-S-methylsulfinimidoyl)benzyl)isoindoline-1,3-dione with 2-(4-(N-cyano-S-ethylsulfinimidoyl)benzyl)isoindoline-1,3-dione (preparation 13a). ESI mass spectrum: [M+H]+=354; r.t. HPLC: 3.33 min (LCMS-FA-8). The reactants are Cn1nc(-c2ccc(F)cc2)c(-c2ccncc2)c1Br, O=Cc1ccccc1, [Mg], C1CCOC1. Product: Cn1nc(-c2ccc(F)cc2)c(-c2ccncc2)c1C(O)c1ccccc1. RXN SMILES: [Br:2][c:3]1[c:4](-[c:16]2[cH:17][cH:18][n:19][cH:20][cH:21]2)[c:5](-[c:9]2[cH:10][cH:11][c:12]([F:15])[cH:13][cH:14]2)[n:6][n:7]1[CH3:8].[CH:22](=[O:23])[c:24]1[cH:25][cH:26][cH:27][cH:28][cH:29]1.[Mg:1].[O:30]1[CH2:31][CH2:32][CH2:33][CH2:34]1>>[c:3]1([CH:22]([OH:23])[c:24]2[cH:25][cH:26][cH:27][cH:28][cH:29]2)[c:4](-[c:16]2[cH:17][cH:18][n:19][cH:20][cH:21]2)[c:5](-[c:9]2[cH:10][cH:11][c:12]([F:15])[cH:13][cH:14]2)[n:6][n:7]1[CH3:8]. Starting materials: NC=1SC=C(N1)C1=CC=CC=C1 (2-amino-4-phenylthiazole), C(CC)C1=CC=C(C=C1)S(=O)(=O)Cl (4-n-propylbenzenesulfonyl chloride). Yields the product C1(=CC=CC=C1)C=1N=C(SC1)NS(=O)(=O)C1=CC=C(C=C1)CCC (N-(4-phenyl-1,3-thiazol-2-yl)-4-propylbenzenesulfonamide), solid. RXN SMILES: [NH2:1][C:2]1[S:3][CH:4]=[C:5]([C:7]2[CH:12]=[CH:11][CH:10]=[CH:9][CH:8]=2)[N:6]=1.[CH2:13]([C:16]1[CH:21]=[CH:20][C:19]([S:22](Cl)(=[O:24])=[O:23])=[CH:18][CH:17]=1)[CH2:14][CH3:15]>>[C:7]1([C:5]2[N:6]=[C:2]([NH:1][S:22]([C:19]3[CH:20]=[CH:21][C:16]([CH2:13][CH2:14][CH3:15])=[CH:17][CH:18]=3)(=[O:24])=[O:23])[S:3][CH:4]=2)[CH:12]=[CH:11][CH:10]=[CH:9][CH:8]=1. Procedure details: The title compound was prepared from 2-amino-4-phenylthiazole and 4-n-propylbenzenesulfonyl chloride as described in the synthetic METHOD B to give a white solid (29.8 mg) with purity >90%. MS (pos) m/z 359.2. Starting materials: C(C1=CC=CC=C1)OC(=O)N1COC([C@@H]1CCC(C)=O)=O ((S)-3-(benzyloxycarbonyl)-4-(3-oxobutyl)-5-oxazolidinone), N (ammonia). Solvent: O1CCCC1 (tetrahydrofuran). Reaction conditions: time 5 hour. Product: C(C1=CC=CC=C1)OC(=O)N[C@H](C(=O)N)CCC(C)=O ((S)-2-(benzyloxycarbonylamino)-5-oxo-hexanamide). Yield: 82.0%. RXN SMILES: [CH2:1]([O:8][C:9]([N:11]1[C@@H:15]([CH2:16][CH2:17][C:18](=[O:20])[CH3:19])[C:14](=O)[O:13]C1)=[O:10])[C:2]1[CH:7]=[CH:6][CH:5]=[CH:4][CH:3]=1.[NH3:22]>O1CCCC1>[CH2:1]([O:8][C:9]([NH:11][C@@H:15]([CH2:16][CH2:17][C:18](=[O:20])[CH3:19])[C:14]([NH2:22])=[O:13])=[O:10])[C:2]1[CH:7]=[CH:6][CH:5]=[CH:4][CH:3]=1. Procedure details: Ten grams of the (S)-3-(benzyloxycarbonyl)-4-(3-oxobutyl)-5-oxazolidinone from Example 4 is dissolved in 480 ml of distilled tetrahydrofuran, followed by 160 ml of ammonia at 0° C. The reaction mixture is stirred at 0° for 5 hours, then at ambient temperature overnight. After stripping under vacuum to dryness, the reaction mixture yields a white solid which is recrystallized from hot ethyl acetate to give 8.8 g of (S)-2-(benzyloxycarbonylamino)-5-oxo-hexanamide as a white solid (82% yield), mp 1... Starting materials: S(=O)(Cl)Cl (thionyl chloride), OC1=C(C=NC2=CC=C(C=C12)C(C)C)C(=O)O (4-hydroxy-6-isopropyl-quinoline-3-carboxylic acid). The solvent is C1=CC=CC=C1 (benzene). Yields the product OC1=C(C=NC2=CC=C(C=C12)C(C)C)C(=O)Cl (4-hydroxy-6-isopropyl-quinoline-3-carboxylic acid chloride). Reaction SMILES: S(Cl)([Cl:3])=O.[OH:5][C:6]1[C:15]2[C:10](=[CH:11][CH:12]=[C:13]([CH:16]([CH3:18])[CH3:17])[CH:14]=2)[N:9]=[CH:8][C:7]=1[C:19]([OH:21])=O>C1C=CC=CC=1>[OH:5][C:6]1[C:15]2[C:10](=[CH:11][CH:12]=[C:13]([CH:16]([CH3:18])[CH3:17])[CH:14]=2)[N:9]=[CH:8][C:7]=1[C:19]([Cl:3])=[O:21]. Reported procedure: 3.8 ml of thionyl chloride were added to a suspension of 10 g of the raw product of Step C in 300 ml of anhydrous benzene and the mixture was refluxed for 21/2 hours and was then cooled. The mixture was vacuum filtered and the precipitate was empasted with a little anhydrous benzene to obtain 10.74 g of 4-hydroxy-6-isopropyl-quinoline-3-carboxylic acid chloride melting at 252° C.